From a dataset of the Open Reaction Database (ORD), a public repository of structured organic reaction records. describe an organic reaction: reactants, conditions, products, and yield Procedure details: Bis(3-phthalimidopropyl)acetic acid (Step B) (2.5 g, 5.5 mmol), proline tert-butyl ester hydrochloride (0.42 g, 2.0 mmol), and N-methylmorpholine (1.19 g, 5.4 mmol) in 7 mL of DMF are cooled to 0° C. and treated with TBTU (0.64 g, 2.0 mmol). The mixture is then stirred at room temperature for 18 hours. The reaction mixture is poured into 70 mL of saturated sodium bicarbonate solution and extracted with two 50 mL portions of ethyl acetate. The combined organics are washed with 1 M KHSO4, saturate... Product: C(C)(C)(C)OC([C@H]1N(CCC1)C(C(CCCN1C(C=2C(C1=O)=CC=CC2)=O)CCCN2C(C=1C(C2=O)=CC=CC1)=O)=O)=O (1-[Bis(3-phthalimidopropyl)acetyl]-proline tert-butyl ester). Run in CN(C)C=O (DMF). Starting materials: CN(C)C(=[N+](C)C)ON1C2=C(C=CC=C2)N=N1.[B-](F)(F)(F)F (TBTU), C1(C=2C(C(N1CCCC(C(=O)O)CCCN1C(C=3C(C1=O)=CC=CC3)=O)=O)=CC=CC2)=O (Bis(3-phthalimidopropyl)acetic acid), Cl.C(C)(C)(C)OC([C@H]1NCCC1)=O (proline tert-butyl ester hydrochloride), CN1CCOCC1 (N-methylmorpholine), C([O-])(O)=O.[Na+] (sodium bicarbonate). Isolated yield 245.0%. Reaction conditions: time 18 hour. As a reaction SMILES: [C:1]1(=[O:32])[N:5]([CH2:6][CH2:7][CH2:8][CH:9]([CH2:13][CH2:14][CH2:15][N:16]2[C:20](=[O:21])[C:19]3=[CH:22][CH:23]=[CH:24][CH:25]=[C:18]3[C:17]2=[O:26])[C:10]([OH:12])=O)[C:4](=[O:27])[C:3]2=[CH:28][CH:29]=[CH:30][CH:31]=[C:2]12.Cl.[C:34]([O:38][C:39](=[O:45])[C@@H:40]1[CH2:44][CH2:43][CH2:42][NH:41]1)([CH3:37])([CH3:36])[CH3:35].CN1CCOCC1.CN(C(ON1N=NC2C=CC=CC1=2)=[N+](C)C)C.[B-](F)(F)(F)F.C(=O)(O)[O-].[Na+]>CN(C=O)C>[C:34]([O:38][C:39](=[O:45])[C@@H:40]1[CH2:44][CH2:43][CH2:42][N:41]1[C:10](=[O:12])[CH:9]([CH2:8][CH2:7][CH2:6][N:5]1[C:4](=[O:27])[C:3]2=[CH:28][CH:29]=[CH:30][CH:31]=[C:2]2[C:1]1=[O:32])[CH2:13][CH2:14][CH2:15][N:16]1[C:17](=[O:26])[C:18]2=[CH:25][CH:24]=[CH:23][CH:22]=[C:19]2[C:20]1=[O:21])([CH3:37])([CH3:35])[CH3:36] |f:1.2,4.5,6.7|. The reactants are ClC1=C(C=C2C=C[N+](=CC2=C1)[O-])F (7-Chloro-6-fluoro-isoquinoline 2-oxide), O=P(Cl)(Cl)Cl (POCl3). Product: ClC1=NC=CC2=CC(=C(C=C12)Cl)F (1,7-Dichloro-6-fluoro-isoquinoline). As a reaction SMILES: [Cl:1][C:2]1[CH:11]=[C:10]2[C:5]([CH:6]=[CH:7][N+:8]([O-])=[CH:9]2)=[CH:4][C:3]=1[F:13].O=P(Cl)(Cl)[Cl:16]>>[Cl:16][C:9]1[C:10]2[C:5](=[CH:4][C:3]([F:13])=[C:2]([Cl:1])[CH:11]=2)[CH:6]=[CH:7][N:8]=1. Reported procedure: 2.6 g (12.0 mmol) of 7-chloro-6-fluoro-isoquinoline 2-oxide (5) were heated in 40 ml of POCl3 at reflux for 4 h. After the mixture had cooled down to room temperature, it was poured on ice. The aqueous solution was extracted three times with dichloromethane. The combined organic layers were dried with magnesium sulfate and evaporated to yield 2.91 g of the title compound, which was used without further purification. Rt=2.34 min (Method A). Detected mass: 216.0/218.0 (M+H+). The reactants are COc1ccc(Br)c(F)c1, Cc1ccccc1B(O)O, CCOC(C)=O, CCO, Cc1ccccc1, [Na+], [Na+], O=C([O-])[O-], O, [Pd], c1ccc(P(c2ccccc2)c2ccccc2)cc1, c1ccc(P(c2ccccc2)c2ccccc2)cc1, c1ccc(P(c2ccccc2)c2ccccc2)cc1, c1ccc(P(c2ccccc2)c2ccccc2)cc1. Yields the product COc1ccc(-c2ccccc2C)c(F)c1. RXN SMILES: [Br:1][c:2]1[c:3]([F:10])[cH:4][c:5]([O:8][CH3:9])[cH:6][cH:7]1.[CH3:11][c:12]1[c:13]([B:18]([OH:19])[OH:20])[cH:14][cH:15][cH:16][cH:17]1.[CH3:27][CH2:28][O:29][C:30]([CH3:31])=[O:32].[CH3:34][CH2:35][OH:36].[CH3:37][c:38]1[cH:39][cH:40][cH:41][cH:42][cH:43]1.[Na+:21].[Na+:22].[O-:23][C:24](=[O:25])[O-:26].[OH2:33].[Pd:44].[c:102]1([P:103]([c:104]2[cH:105][cH:106][cH:107][cH:108][cH:109]2)[c:110]2[cH:111][cH:112][cH:113][cH:114][cH:115]2)[cH:116][cH:117][cH:118][cH:119][cH:120]1.[c:45]1([P:46]([c:47]2[cH:48][cH:49][cH:50][cH:51][cH:52]2)[c:53]2[cH:54][cH:55][cH:56][cH:57][cH:58]2)[cH:59][cH:60][cH:61][cH:62][cH:63]1.[c:64]1([P:65]([c:66]2[cH:67][cH:68][cH:69][cH:70][cH:71]2)[c:72]2[cH:73][cH:74][cH:75][cH:76][cH:77]2)[cH:78][cH:79][cH:80][cH:81][cH:82]1.[c:83]1([P:84]([c:85]2[cH:86][cH:87][cH:88][cH:89][cH:90]2)[c:91]2[cH:92][cH:93][cH:94][cH:95][cH:96]2)[cH:97][cH:98][cH:99][cH:100][cH:101]1>>[c:2]1(-[c:13]2[c:12]([CH3:11])[cH:17][cH:16][cH:15][cH:14]2)[c:3]([F:10])[cH:4][c:5]([O:8][CH3:9])[cH:6][cH:7]1. Starting materials: CCOC(=O)c1cc(-c2ccccc2)n[nH]1, [H-], CCI, [Li+], CN(C)C=O. The product is CCOC(=O)c1cc(-c2ccccc2)nn1CC. RXN SMILES: [CH2:1]([CH3:2])[O:3][C:4](=[O:5])[c:6]1[nH:7][n:8][c:9](-[c:11]2[cH:12][cH:13][cH:14][cH:15][cH:16]2)[cH:10]1.[H-:20].[I:17][CH2:18][CH3:19].[Li+:21].[O:22]=[CH:23][N:24]([CH3:25])[CH3:26]>>[CH2:1]([CH3:2])[O:3][C:4](=[O:5])[c:6]1[n:7]([CH2:18][CH3:19])[n:8][c:9](-[c:11]2[cH:12][cH:13][cH:14][cH:15][cH:16]2)[cH:10]1.